From a dataset of the Open Reaction Database (ORD), a public repository of structured organic reaction records. describe an organic reaction: reactants, conditions, products, and yield Starting materials: Cc1ccccc1, CO, ClCc1ccccc1, [Na+], [OH-], O, O=C(c1ccc(O)cc1)c1ccc(O)cc1, Cc1ccccc1. The product is O=C(c1ccc(O)cc1)c1ccc(OCc2ccccc2)cc1. As a reaction SMILES: [CH3:19][c:20]1[cH:21][cH:22][cH:23][cH:24][cH:25]1.[CH3:35][OH:36].[Cl:26][CH2:27][c:28]1[cH:29][cH:30][cH:31][cH:32][cH:33]1.[Na+:18].[OH-:17].[OH2:34].[OH:1][c:2]1[cH:3][cH:4][c:5]([C:6](=[O:7])[c:8]2[cH:9][cH:10][c:11]([OH:14])[cH:12][cH:13]2)[cH:15][cH:16]1.[c:37]1([CH3:38])[cH:39][cH:40][cH:41][cH:42][cH:43]1>>[O:1]([c:2]1[cH:3][cH:4][c:5]([C:6](=[O:7])[c:8]2[cH:9][cH:10][c:11]([OH:14])[cH:12][cH:13]2)[cH:15][cH:16]1)[CH2:19][c:20]1[cH:21][cH:22][cH:23][cH:24][cH:25]1. Reactants: BrC=1C=C(C=CC1)NN=C1C(NCCC1)=O (2,3-piperidinedione 3-(3-bromophenyl) hydrazone), C([O-])([O-])=O.[Na+].[Na+] (sodium carbonate). Run in C(=O)O (formic acid). The product is BrC1=CC=C2C3=C(NC2=C1)C(NCC3)=O (7-Bromo-2,3,4,9-tetrahydro-pyrido[3,4-b]indol-1-one). Isolated yield 56.0%. As a reaction SMILES: [Br:1][C:2]1[CH:3]=[C:4]([NH:8]N=C2CCCNC2=O)[CH:5]=[CH:6][CH:7]=1.[C:17](=[O:20])([O-])[O-].[Na+].[Na+]>C(O)=O>[Br:1][C:2]1[CH:3]=[C:4]2[C:5]([C:2]3[CH2:3][CH2:4][NH:8][C:17](=[O:20])[C:7]=3[NH:8]2)=[CH:6][CH:7]=1 |f:1.2.3|. Procedure details: A solution of 2,3-piperidinedione 3-(3-bromophenyl) hydrazone (2.5 g, 22.3 mmol) in formic acid (40 mL) is refluxed for 1 h then cooled to room temperature. The reaction mixture is neutralized with sodium carbonate to basic condition. The resulting precipitate is filtered and collected. Recrystallization with ethanol provides 1.0 g (56%) of the title compound as a yellow solid. The reactants are COc1ccc(S(=O)(=O)N2CCC(C(=O)N3CCN(C(=O)OC(C)(C)C)CC3)CC2C(=O)NO)cc1, Cl. The product is Cl, COc1ccc(S(=O)(=O)N2CCC(C(=O)N3CCNCC3)CC2C(=O)NO)cc1. As a reaction SMILES: [C:2]([O:3][C:4](=[O:5])[N:9]1[CH2:10][CH2:11][N:12]([C:15](=[O:16])[CH:17]2[CH2:18][CH:19]([C:34]([NH:35][OH:36])=[O:37])[N:20]([S:23](=[O:24])(=[O:25])[c:26]3[cH:27][cH:28][c:29]([O:32][CH3:33])[cH:30][cH:31]3)[CH2:21][CH2:22]2)[CH2:13][CH2:14]1)([CH3:6])([CH3:7])[CH3:8].[ClH:1]>>[ClH:1].[NH:9]1[CH2:10][CH2:11][N:12]([C:15](=[O:16])[CH:17]2[CH2:18][CH:19]([C:34]([NH:35][OH:36])=[O:37])[N:20]([S:23](=[O:24])(=[O:25])[c:26]3[cH:27][cH:28][c:29]([O:32][CH3:33])[cH:30][cH:31]3)[CH2:21][CH2:22]2)[CH2:13][CH2:14]1. The reactants are [N+](=O)([O-])C1=CC=C(C=C1)C=1N=C(OC1)C1=CC=CC=C1 (4-(4-nitrophenyl)-2-phenyloxazole), C(C)(=O)O (acetic acid). The reagents and catalysts are [Zn] (zinc). Conditions: time 60 minute. Yields the product C1(=CC=CC=C1)C=1OC=C(N1)C1=CC=C(C=C1)N (4-(2-phenyloxazol-4-yl)benzenamine). As a reaction SMILES: [N+:1]([C:4]1[CH:9]=[CH:8][C:7]([C:10]2[N:11]=[C:12]([C:15]3[CH:20]=[CH:19][CH:18]=[CH:17][CH:16]=3)[O:13][CH:14]=2)=[CH:6][CH:5]=1)([O-])=O.C(O)(=O)C>[Zn]>[C:15]1([C:12]2[O:13][CH:14]=[C:10]([C:7]3[CH:6]=[CH:5][C:4]([NH2:1])=[CH:9][CH:8]=3)[N:11]=2)[CH:16]=[CH:17][CH:18]=[CH:19][CH:20]=1. Procedure details: zinc dust (0.59 ml, 64 mmol) was added to a mixture of 4-(4-nitrophenyl)-2-phenyloxazole (1.13 g, 4.2 mmol) in acetic acid (20 ml, 349 mmol) at room temperature. An exotherm resulted. The reaction mixture was stirred at room temperature for 60 minutes then filtered, rinsing with ethyl acetate, and the filtrate concentrated under reduced pressure. The concentrate was slurried in toluene and concentrated under reduced pressure to afford a yellow solid (1.0 g, quantitative). ESI+ m/z=237.1 [MH]+. Reactants: C(C)(C)(C)C=1C=C(C(=C(C1)C(C(F)(F)F)O)OC)[N+](=O)[O-] (1-(5-tert-butyl-2-methoxy-3-nitrophenyl)-2,2,2-trifluoroethanol), [Cl-].[NH4+] (ammonium chloride). Reagents/catalysts: [Fe] (iron). Run in C(C)O (ethanol), O (water). Yields the product NC=1C(=C(C=C(C1)C(C)(C)C)C(C(F)(F)F)O)OC (1-(3-amino-5-tert-butyl-2-methoxyphenyl)-2,2,2-trifluoroethanol). The yield is 100.1%. As a reaction SMILES: [C:1]([C:5]1[CH:6]=[C:7]([N+:19]([O-])=O)[C:8]([O:17][CH3:18])=[C:9]([CH:11]([OH:16])[C:12]([F:15])([F:14])[F:13])[CH:10]=1)([CH3:4])([CH3:3])[CH3:2].[Cl-].[NH4+]>C(O)C.O.[Fe]>[NH2:19][C:7]1[C:8]([O:17][CH3:18])=[C:9]([CH:11]([OH:16])[C:12]([F:14])([F:15])[F:13])[CH:10]=[C:5]([C:1]([CH3:4])([CH3:3])[CH3:2])[CH:6]=1 |f:1.2|. Procedure details: To a solution of 1-(5-tert-butyl-2-methoxy-3-nitrophenyl)-2,2,2-trifluoroethanol (0.440 g, 1.43 mmol) in ethanol (4.7 mL) and water (2.3 mL), ammonium chloride (0.230 g, 4.30 mmol) and iron powder (0.240 g, 4.30 mmol) were added, and the resulting mixture was heated to reflux for 15 hours. The temperature of the reaction solution was returned to room temperature, the insoluble materials were filtered through a Celite pad. After evaporating the organic solvent under reduced pressure, the aqueous ... Starting materials: CC(C)(C)OC(=O)N1CCCC(COS(C)(=O)=O)C1, CN(C)C=O, [N-]=[N+]=[N-], [Na+]. Yields the product CC(C)(C)OC(=O)N1CCCC(CN=[N+]=[N-])C1. Reaction SMILES: [C:1]([CH3:2])([CH3:3])([CH3:4])[O:5][C:6](=[O:7])[N:8]1[CH2:9][CH:10]([CH2:14][O:15][S:16]([CH3:17])(=[O:18])=[O:19])[CH2:11][CH2:12][CH2:13]1.[CH3:24][N:25]([CH3:26])[CH:27]=[O:28].[N-:21]=[N+:22]=[N-:23].[Na+:20]>>[C:1]([CH3:2])([CH3:3])([CH3:4])[O:5][C:6](=[O:7])[N:8]1[CH2:9][CH:10]([CH2:14][N:21]=[N+:22]=[N-:23])[CH2:11][CH2:12][CH2:13]1. Starting materials: C(CCCCCCCCCCCCC)(=O)N[C@@H](CCC(=O)[O-])C(=O)[O-].[Na+].[Na+] (sodium N-myristoyl-L-glutamate), [Cl-].[Al+3].[Cl-].[Cl-] (aluminum chloride), C(CCCCCCCCCCCCC)(=O)N[C@@H](CCC(=O)[O-])C(=O)[O-].[Na+].[Na+] (sodium N-myristoyl-L-glutamate), OCC(O)CO (glycerin), 20. The solvent is O (water), O (water), O (water). Reaction conditions: temperature 60 celsius. Yields the product C(CCCCCCCCCCCCC)(=O)N[C@@H](CCC(=O)[O-])C(=O)[O-].[Al+3].C(CCCCCCCCCCCCC)(=O)N[C@@H](CCC(=O)[O-])C(=O)[O-].C(CCCCCCCCCCCCC)(=O)N[C@@H](CCC(=O)[O-])C(=O)[O-].[Al+3] (aluminum N-myristoyl-L-glutamate). Reaction SMILES: [C:1]([NH:16][C@H:17]([C:23]([O-:25])=[O:24])[CH2:18][CH2:19][C:20]([O-:22])=[O:21])(=[O:15])[CH2:2][CH2:3][CH2:4][CH2:5][CH2:6][CH2:7][CH2:8][CH2:9][CH2:10][CH2:11][CH2:12][CH2:13][CH3:14].[Na+].[Na+].[Cl-].[Al+3:29].[Cl-].[Cl-].OCC(CO)O>O>[C:1]([NH:16][C@H:17]([C:23]([O-:25])=[O:24])[CH2:18][CH2:19][C:20]([O-:22])=[O:21])(=[O:15])[CH2:2][CH2:3][CH2:4][CH2:5][CH2:6][CH2:7][CH2:8][CH2:9][CH2:10][CH2:11][CH2:12][CH2:13][CH3:14].[Al+3:29].[C:1]([NH:16][C@H:17]([C:23]([O-:25])=[O:24])[CH2:18][CH2:19][C:20]([O-:22])=[O:21])(=[O:15])[CH2:2][CH2:3][CH2:4][CH2:5][CH2:6][CH2:7][CH2:8][CH2:9][CH2:10][CH2:11][CH2:12][CH2:13][CH3:14].[C:1]([NH:16][C@H:17]([C:23]([O-:25])=[O:24])[CH2:18][CH2:19][C:20]([O-:22])=[O:21])(=[O:15])[CH2:2][CH2:3][CH2:4][CH2:5][CH2:6][CH2:7][CH2:8][CH2:9][CH2:10][CH2:11][CH2:12][CH2:13][CH3:14].[Al+3:29] |f:0.1.2,3.4.5.6,9.10.11.12.13|. Procedure details: One hundred grams of sericite was added to 450 ml of water and mixed using a home type mixer until well dispersed. Four grams of sodium N-myristoyl-L-glutamate having an HLB value of 4, was dissolved in 50 ml of water heated at 60° C. then added to the above mixture and mixed for 10 minutes. While this was being stirred, 2 chemical equivalents of aluminum chloride aqueous solution, based on the sodium N-myristoyl-L-glutamate, was added dropwise. Four grams of glycerin having an HLB value of 20 w...